Dataset: the Open Reaction Database (ORD), a public repository of structured organic reaction records. Task: describe an organic reaction: reactants, conditions, products, and yield Starting materials: C(C)(C)NC(C)C (diisopropylamine), P(=O)(O)(O)[O-].[K+] (potassium dihydrogen phosphate), C(C(C)(C)C)(=O)Cl (pivaloyl chloride), C(CCC)[Li] (n-butyllithium), CN(C=C(C(C)=O)C1=CC(=CC=C1)C(F)(F)F)C (1-dimethylamino-2-(3-trifluoromethylphenyl)-1-butene-3-one). Run in O1CCCC1 (tetrahydrofuran), CCCCCC (hexane), CN(P(=O)(N(C)C)N(C)C)C (hexamethylphosphoramide), O1CCCC1 (tetrahydrofuran), O1CCCC1 (tetrahydrofuran). Run at time 40 minute. The product is CC(C(CC(C(=CN(C)C)C1=CC(=CC=C1)C(F)(F)F)=O)=O)(C)C (6,6-Dimethyl-1-dimethylamino-2-(3-trifluoromethylphenyl)-1-heptene-3,5-dione). As a reaction SMILES: C(NC(C)C)(C)C.C([Li])CCC.[CH3:13][N:14]([CH3:30])[CH:15]=[C:16]([C:20]1[CH:25]=[CH:24][CH:23]=[C:22]([C:26]([F:29])([F:28])[F:27])[CH:21]=1)[C:17](=[O:19])[CH3:18].[C:31](Cl)(=[O:36])[C:32]([CH3:35])([CH3:34])[CH3:33].P([O-])(O)(O)=O.[K+]>CCCCCC.O1CCCC1.CN(C)P(N(C)C)(N(C)C)=O>[CH3:33][C:32]([CH3:35])([CH3:34])[C:31](=[O:36])[CH2:18][C:17](=[O:19])[C:16]([C:20]1[CH:25]=[CH:24][CH:23]=[C:22]([C:26]([F:28])([F:27])[F:29])[CH:21]=1)=[CH:15][N:14]([CH3:13])[CH3:30] |f:4.5|. Reported procedure: In 175 ml. of dry tetrahydrofuran was dissolved 3.9 g. of diisopropylamine with stirring under nitrogen. The solution was cooled to -65°, and 16 ml. of 2.4 molar n-butyllithium in hexane was added dropwise. The solution was stirred at constant temperature for 40 minutes, and to it was added dropwise 10 g. of 1-dimethylamino-2-(3-trifluoromethylphenyl)-1-butene-3-one dissolved in 50 ml. of tetrahydrofuran, and 25 ml. of hexamethylphosphoramide. The temperature at the end of the addition was -70°....